This data is from the Open Reaction Database (ORD), a public repository of structured organic reaction records. The task is: describe an organic reaction: reactants, conditions, products, and yield Reactants: [Li]CCCC, CCCC[Sn](Cl)(CCCC)CCCC, C1CCOC1, CC1(C)CCCC(C)(C)N1, Fc1cnccn1. The product is CCCC[Sn](CCCC)(CCCC)c1nccnc1F. RXN SMILES: [CH2:1]([Li:2])[CH2:3][CH2:4][CH3:5].[CH2:23]([CH2:24][CH2:25][CH3:26])[Sn:27]([CH2:28][CH2:29][CH2:30][CH3:31])([CH2:32][CH2:33][CH2:34][CH3:35])[Cl:36].[CH2:37]1[O:38][CH2:39][CH2:40][CH2:41]1.[CH3:6][C:7]1([CH3:8])[CH2:9][CH2:10][CH2:11][C:12]([CH3:13])([CH3:14])[NH:15]1.[F:16][c:17]1[n:18][cH:19][cH:20][n:21][cH:22]1>>[F:16][c:17]1[n:18][cH:19][cH:20][n:21][c:22]1[Sn:27]([CH2:23][CH2:24][CH2:25][CH3:26])([CH2:28][CH2:29][CH2:30][CH3:31])[CH2:32][CH2:33][CH2:34][CH3:35]. The reactants are [OH-].[Na+] (sodium hydroxide), OC1=CC2=C([C@@H](CO2)CC(=O)OC)C=C1 ((S)-methyl 2-(6-hydroxy-2,3-dihydrobenzofuran-3-yl)acetate), Cl (hydrochloric acid). The solvent is CO (methanol). Reaction conditions: time 1 hour. Yields the product OC1=CC2=C([C@@H](CO2)CC(=O)O)C=C1 ((S)-2-(6-Hydroxy-2,3-dihydrobenzofuran-3-yl)acetic acid). Yield: 98.9%. As a reaction SMILES: [OH-].[Na+].[OH:3][C:4]1[CH:17]=[CH:16][C:7]2[C@H:8]([CH2:11][C:12]([O:14]C)=[O:13])[CH2:9][O:10][C:6]=2[CH:5]=1.Cl>CO>[OH:3][C:4]1[CH:17]=[CH:16][C:7]2[C@H:8]([CH2:11][C:12]([OH:14])=[O:13])[CH2:9][O:10][C:6]=2[CH:5]=1 |f:0.1|. Procedure details: A 2 M aqueous sodium hydroxide solution (1081 mL) was added (internal temperature: 10 C or lower) to a solution of (S)-methyl 2-(6-hydroxy-2,3-dihydrobenzofuran-3-yl)acetate (180 g) in methanol (360 mL) at 5 C over 30 minutes, and the mixture was stirred at room temperature for 1 hour. To the reaction mixture, 1 M hydrochloric acid (2354 mL) was added at 5 C, followed by extraction with ethyl acetate (900 mL×2). The extracts were washed with brine (140 mL) and then dried over anhydrous magnesium... The reactants are CC(C)(C)OC(=O)n1c(-c2ccncc2)c(-c2ccc(F)cc2)c2ncccc21, [Li]CCCC, CC1(C)CCCC(C)(C)N1, CSSC, C1CCOC1. Product: CSc1ccnc2c(-c3ccc(F)cc3)c(-c3ccncc3)n(C(=O)OC(C)(C)C)c12. RXN SMILES: [C:16]([CH3:17])([CH3:18])([CH3:19])[O:20][C:21](=[O:22])[n:23]1[c:24](-[c:39]2[cH:40][cH:41][n:42][cH:43][cH:44]2)[c:25](-[c:32]2[cH:33][cH:34][c:35]([F:38])[cH:36][cH:37]2)[c:26]2[n:27][cH:28][cH:29][cH:30][c:31]12.[CH2:11]([Li:12])[CH2:13][CH2:14][CH3:15].[CH3:1][C:2]1([CH3:3])[CH2:4][CH2:5][CH2:6][C:7]([CH3:8])([CH3:9])[NH:10]1.[CH3:45][S:46][S:47][CH3:48].[O:49]1[CH2:50][CH2:51][CH2:52][CH2:53]1>>[C:16]([CH3:17])([CH3:18])([CH3:19])[O:20][C:21](=[O:22])[n:23]1[c:24](-[c:39]2[cH:40][cH:41][n:42][cH:43][cH:44]2)[c:25](-[c:32]2[cH:33][cH:34][c:35]([F:38])[cH:36][cH:37]2)[c:26]2[n:27][cH:28][cH:29][c:30]([S:46][CH3:45])[c:31]12. Starting materials: S1(C=NC2=C1C=CC=C2)=O (benzothiazolone), BrCC(=O)OC (Methyl 2-bromoacetate), CCN(C(C)C)C(C)C (DIEA), C(=O)([O-])[O-].[Cs+].[Cs+] (Cs2CO3). Run in C(Cl)Cl (CH2Cl2). Conditions: time 5 hour. Product: O=C1N(SC2=C1C=CC=C2)CC(=O)OC (Methyl 2-(3-oxobenzo[d]isothiazol-2(3H)-yl)acetate). The yield is 67.2%. Reaction SMILES: [S:1]1(=O)[C:5]2[CH:6]=[CH:7][CH:8]=[CH:9][C:4]=2N=C1.CC[N:13]([CH:17](C)C)C(C)C.C([O-])([O-])=[O:21].[Cs+].[Cs+].Br[CH2:27][C:28]([O:30][CH3:31])=[O:29]>C(Cl)Cl>[O:21]=[C:17]1[C:4]2[CH:9]=[CH:8][CH:7]=[CH:6][C:5]=2[S:1][N:13]1[CH2:27][C:28]([O:30][CH3:31])=[O:29] |f:2.3.4|. Reported procedure: Benzothiazolone 1 (500 mg, 3.31 mmol) was suspended in CH2Cl2 (25 mL) containing DIEA (1.28 kg, 9.93 mmol) and Cs2CO3 (1.75 kg, 3.30 mmol). Methyl 2-bromoacetate (800 mg, 5.26 mmol) was then added at room temperature. The mixture was stirred for 5 h, concentrated under reduced pressure, and purified by chromatography on a silica gel column with elution of EtOAc/hexane (1:2) to give the title compound (495 mg, 67% yield). C10H9NO3S; white solid; mp 89-91° C.; 1H NMR (400 MHz, CDCl3) δ 8.15 (1H, d...